This data is from the Open Reaction Database (ORD), a public repository of structured organic reaction records. The task is: describe an organic reaction: reactants, conditions, products, and yield The reactants are Cl.C1(CC1)COC1=C(C=C(C=C1)OC)C=1C2=C(N=CN1)C(=C(N2)C)C(=O)N[C@H]2CNCC2 (4-[2-(cyclopropylmethoxy)-5-methoxyphenyl]-6-methyl-N-[(3R)-pyrrolidin-3-yl]-5H-pyrrolo[3,2-d]pyrimidine-7-carboxamide hydrochloride), COCC(=O)Cl (methoxy-acetyl chloride). Product: C1(CC1)COC1=C(C=C(C=C1)OC)C=1C2=C(N=CN1)C(=C(N2)C)C(=O)N[C@H]2CN(CC2)C(COC)=O (4-[2-(Cyclopropylmethoxy)-5-methoxyphenyl]-N-[(3R)-1-(methoxyacetyl)pyrrolidin-3-yl]-6-methyl-5H-pyrrolo[3,2-d]pyrimidine-7-carboxamide). RXN SMILES: Cl.[CH:2]1([CH2:5][O:6][C:7]2[CH:12]=[CH:11][C:10]([O:13][CH3:14])=[CH:9][C:8]=2[C:15]2[C:16]3[NH:23][C:22]([CH3:24])=[C:21]([C:25]([NH:27][C@@H:28]4[CH2:32][CH2:31][NH:30][CH2:29]4)=[O:26])[C:17]=3[N:18]=[CH:19][N:20]=2)[CH2:4][CH2:3]1.[CH3:33][O:34][CH2:35][C:36](Cl)=[O:37]>>[CH:2]1([CH2:5][O:6][C:7]2[CH:12]=[CH:11][C:10]([O:13][CH3:14])=[CH:9][C:8]=2[C:15]2[C:16]3[NH:23][C:22]([CH3:24])=[C:21]([C:25]([NH:27][C@@H:28]4[CH2:32][CH2:31][N:30]([C:36](=[O:37])[CH2:35][O:34][CH3:33])[CH2:29]4)=[O:26])[C:17]=3[N:18]=[CH:19][N:20]=2)[CH2:4][CH2:3]1 |f:0.1|. Procedure details: Starting from 4-[2-(cyclopropylmethoxy)-5-methoxyphenyl]-6-methyl-N-[(3R)-pyrrolidin-3-yl]-5H-pyrrolo[3,2-d]pyrimidine-7-carboxamide hydrochloride (example D.f26) and commercially available methoxy-acetyl chloride the title compound is obtained as colorless solid.